This data is from the Open Reaction Database (ORD), a public repository of structured organic reaction records. The task is: describe an organic reaction: reactants, conditions, products, and yield The reactants are O=C(O)Cc1cccc(CC(=O)O)c1, C1CCCNCC1, CCN=C=NCCCN(C)C, Cl, On1nnc2ccccc21. The product is O=C(O)Cc1cccc(CC(=O)N2CCCCCC2)c1. RXN SMILES: [C:1](=[O:2])([OH:3])[CH2:4][c:5]1[cH:6][c:7]([CH2:11][C:12](=[O:13])[OH:14])[cH:8][cH:9][cH:10]1.[CH2:15]1[CH2:16][CH2:17][CH2:18][NH:19][CH2:20][CH2:21]1.[CH3:33][N:34]([CH3:35])[CH2:36][CH2:37][CH2:38][N:39]=[C:40]=[N:41][CH2:42][CH3:43].[ClH:32].[OH:22][n:23]1[c:24]2[cH:25][cH:26][cH:27][cH:28][c:29]2[n:30][n:31]1>>[C:1](=[O:3])([CH2:4][c:5]1[cH:6][c:7]([CH2:11][C:12](=[O:13])[OH:14])[cH:8][cH:9][cH:10]1)[N:19]1[CH2:18][CH2:17][CH2:16][CH2:15][CH2:21][CH2:20]1. As a reaction SMILES: [CH2:28]([OH:29])[CH2:30][CH3:31].[CH3:1][C:2]([CH3:3])([CH3:4])[C:25]([NH:5][c:6]1[cH:7][n:8][c:9]([N:19]2[CH2:20][CH2:21][O:22][CH2:23][CH2:24]2)[cH:10][c:11]1-[c:12]1[c:13]([CH3:18])[cH:14][cH:15][cH:16][cH:17]1)=[O:26].[ClH:27]>>[NH2:5][c:6]1[cH:7][n:8][c:9]([N:19]2[CH2:20][CH2:21][O:22][CH2:23][CH2:24]2)[cH:10][c:11]1-[c:12]1[c:13]([CH3:18])[cH:14][cH:15][cH:16][cH:17]1. The product is Cc1ccccc1-c1cc(N2CCOCC2)ncc1N. Reactants: CCCO, Cc1ccccc1-c1cc(N2CCOCC2)ncc1NC(=O)C(C)(C)C, Cl. The reactants are C(C)I (Ethyl iodide), CCCCCC (hexane), CC(C)([O-])C.[K+] (Potassium tert-butoxide), CN(C=CC(=O)C=1C=C(C=CC1)NC(C)=O)C (N-[3-[3-(Dimethylamino)-1-oxo-2-propenyl]-phenyl] acetamide). Run in CN(C=O)C (dimethyl formamide), ClCCl (dichloromethane), CN(C=O)C (dimethyl formamide). Conditions: time 6 hour. Product: CN(C=CC(=O)C=1C=C(C=CC1)N(C(C)=O)CC)C (N-[3-[3-(Dimethylamino)-1-oxo-2-propenyl]-phenyl]-N-ethyl acetamide). As a reaction SMILES: [CH3:1][C:2](C)([O-])C.[K+].[CH3:7][N:8]([CH3:23])[CH:9]=[CH:10][C:11]([C:13]1[CH:14]=[C:15]([NH:19][C:20](=[O:22])[CH3:21])[CH:16]=[CH:17][CH:18]=1)=[O:12].C(I)C.CCCCCC>CN(C)C=O.ClCCl>[CH3:23][N:8]([CH3:7])[CH:9]=[CH:10][C:11]([C:13]1[CH:14]=[C:15]([N:19]([CH2:1][CH3:2])[C:20](=[O:22])[CH3:21])[CH:16]=[CH:17][CH:18]=1)=[O:12] |f:0.1|. Reported procedure: 4.25 gm of Potassium tert-butoxide was added portion wise to a clear solution of 5 gm N-[3-[3-(Dimethylamino)-1-oxo-2-propenyl]-phenyl] acetamide in 50 ml dimethyl formamide. A solution of 5.25 gm Ethyl iodide in 20 ml dimethyl formamide was added drop wise over 3 hrs. at 35° C.-40° C. The reaction mass was stirred for 6 hrs and then quenched in 300 ml of water and extracted in dichloromethane. The organic layer was washed with water, dried over sodium sulphate and concentrated under vacuum to g... Starting materials: COC=1C=C(C=CC1O)C#C (3-methoxy-4-hydroxyphenylacetylene), CC1=CC=C(CS)C=C1 (4-methylbenzyl mercaptan), [Na] (sodium). Yields the product COC=1C=C(\C=C/C(C2=CC=C(C=C2)C)SC(C2=CC=C(C=C2)C)\C=C/C2=CC(=C(C=C2)O)OC)C=CC1O ((Z)-3-methoxy-4-hydroxystyryl-4-methylbenzylsulfide). RXN SMILES: [CH3:1][O:2][C:3]1[CH:4]=[C:5]([C:10]#[CH:11])[CH:6]=[CH:7][C:8]=1[OH:9].[CH3:12][C:13]1[CH:20]=[CH:19][C:16]([CH2:17][SH:18])=[CH:15][CH:14]=1.[Na]>>[CH3:1][O:2][C:3]1[CH:4]=[C:5]([CH:6]=[CH:7][C:8]=1[OH:9])/[CH:10]=[CH:11]\[CH:17]([S:18][CH:12](/[CH:11]=[CH:10]\[C:5]1[CH:6]=[CH:7][C:8]([OH:9])=[C:3]([O:2][CH3:1])[CH:4]=1)[C:13]1[CH:20]=[CH:19][C:16]([CH3:17])=[CH:15][CH:14]=1)[C:16]1[CH:19]=[CH:20][C:13]([CH3:12])=[CH:14][CH:15]=1 |^1:20|. Procedure: A solution of 3-methoxy-4-hydroxyphenylacetylene (0.02 mol), 4-methylbenzyl mercaptan (0.02 mol) and metallic sodium (0.02 g atom) is subjected to the General Procedure to form (Z)-3-methoxy-4-hydroxystyryl-4-methylbenzylsulfide. The title compound is obtained following oxidation of the sulfide, according to the General Procedure.